Dataset: the Open Reaction Database (ORD), a public repository of structured organic reaction records. Task: describe an organic reaction: reactants, conditions, products, and yield The reactants are ClCCl, CC(C)(C)OC(=O)Nc1ccc(-c2cnc(OC3CN4CCC3CC4)nc2)cc1. Yields the product Nc1ccc(-c2cnc(OC3CN4CCC3CC4)nc2)cc1. Reaction SMILES: [Cl:30][CH2:31][Cl:32].[N:1]12[CH2:2][CH:3]([O:9][c:10]3[n:11][cH:12][c:13](-[c:16]4[cH:17][cH:18][c:19]([NH:22][C:23](=[O:24])[O:25][C:26]([CH3:27])([CH3:28])[CH3:29])[cH:20][cH:21]4)[cH:14][n:15]3)[CH:4]([CH2:5][CH2:6]1)[CH2:7][CH2:8]2>>[N:1]12[CH2:2][CH:3]([O:9][c:10]3[n:11][cH:12][c:13](-[c:16]4[cH:17][cH:18][c:19]([NH2:22])[cH:20][cH:21]4)[cH:14][n:15]3)[CH:4]([CH2:5][CH2:6]1)[CH2:7][CH2:8]2. Starting materials: C1CCOC1, O=C1CCC(=O)N1Cl, Oc1ccc2cc(-c3cc(F)c(O)cc3F)ccc2c1. Product: Oc1cc(F)c(-c2ccc3c(Cl)c(O)ccc3c2)cc1F. Reaction SMILES: [CH2:29]1[O:30][CH2:31][CH2:32][CH2:33]1.[Cl:21][N:22]1[C:23](=[O:24])[CH2:25][CH2:26][C:27]1=[O:28].[F:1][c:2]1[c:3](-[c:10]2[cH:11][c:12]3[cH:13][cH:14][c:15]([OH:20])[cH:16][c:17]3[cH:18][cH:19]2)[cH:4][c:5]([F:9])[c:6]([OH:8])[cH:7]1>>[F:1][c:2]1[c:3](-[c:10]2[cH:11][c:12]3[cH:13][cH:14][c:15]([OH:20])[c:16]([Cl:21])[c:17]3[cH:18][cH:19]2)[cH:4][c:5]([F:9])[c:6]([OH:8])[cH:7]1.